This data is from the Open Reaction Database (ORD), a public repository of structured organic reaction records. The task is: describe an organic reaction: reactants, conditions, products, and yield As a reaction SMILES: [Cl:1][C:2]1[CH:3]2[S:31][C:30]([S:32][CH3:33])=[N:29][CH:4]2[CH:5]=[C:6]2[C:11]=1[N:10]=[C:9]([C:12]1[N:13]([C:21]3[C:26]([Cl:27])=[CH:25][CH:24]=[CH:23][N:22]=3)[N:14]=[C:15]([C:17]([F:20])([F:19])[F:18])[CH:16]=1)[O:8][C:7]2=[O:28].[CH:34]1([CH2:37][NH2:38])[CH2:36][CH2:35]1>>[CH:34]1([CH2:37][NH:38][C:7]([C:6]2[C:11]([NH:10][C:9]([C:12]3[N:13]([C:21]4[C:26]([Cl:27])=[CH:25][CH:24]=[CH:23][N:22]=4)[N:14]=[C:15]([C:17]([F:18])([F:20])[F:19])[CH:16]=3)=[O:8])=[C:2]([Cl:1])[CH:3]3[S:31][C:30]([S:32][CH3:33])=[N:29][CH:4]3[CH:5]=2)=[O:28])[CH2:36][CH2:35]1. Procedure details: See step f) of example H2 using 4-chloro-6-[2-(3-chloro-pyridin-2-yl)-5-trifluoromethyl-2H-pyrazol-3-yl]-2-methylsulfanyl-3a,9a-dihydro-7-oxa-3-thia-1,5-diaza-cyclopenta[b]naphthalen-8-one as starting material and cyclopropanemethylamine. After overnight reaction and chromatography column purification, the expected product is obtained within 57%; LC/MS: 601/603 (M+1)+; m.p.: 221-223° C. Product: C1(CC1)CNC(=O)C=1C(=C(C2C(N=C(S2)SC)C1)Cl)NC(=O)C=1N(N=C(C1)C(F)(F)F)C1=NC=CC=C1Cl (7-chloro-6-{[2-(3-chloro-pyridin-2-yl)-5-trifluoromethyl-2H-pyrazole-3-carbonyl]-amino}-2-methylsulfanyl-3a,7a-dihydro-benzothiazole-5-carboxylic acid cyclopropylmethyl-amide). Starting materials: ClC=1C2C(C=C3C(OC(=NC13)C=1N(N=C(C1)C(F)(F)F)C1=NC=CC=C1Cl)=O)N=C(S2)SC (4-chloro-6-[2-(3-chloro-pyridin-2-yl)-5-trifluoromethyl-2H-pyrazol-3-yl]-2-methylsulfanyl-3a,9a-dihydro-7-oxa-3-thia-1,5-diaza-cyclopenta[b]naphthalen-8-one), C1(CC1)CN (cyclopropanemethylamine). Starting materials: Cl.N[C@H](CC(=O)O)CC1=CC=C(C=C1)C(F)(F)F ((S)-3-amino-4-(4-(trifluoromethyl)phenyl)butanoic acid hydrochloride), C(#C)C=1C=C2C(=NNC2=CC1)C (5-ethynyl-3-methyl-1H-indazole), BrC=1C=C2C=NNC2=CC1 (5-bromo-1H-indazole), BrC=1C=C2C=NNC2=CC1 (5-bromo-1H-indazole), C(#C)C=1C=C2C=NNC2=CC1 (5-ethynyl-1H-indazole). Product: N1N=CC2=CC(=CC=C12)C=1N=NN(C1)CC[C@H](CC1=CC=C(C=C1)C(F)(F)F)N ((2S)-4-(4-(1H-Indazol-5-yl)-1H-1,2,3-triazol-1-yl)-1-(4-(trifluoromethyl)phenyl)butan-2-amine). Reaction SMILES: Cl.[NH2:2][C@@H:3]([CH2:8][C:9]1[CH:14]=[CH:13][C:12]([C:15]([F:18])([F:17])[F:16])=[CH:11][CH:10]=1)[CH2:4][C:5](O)=O.Br[C:20]1[CH:21]=[C:22]2[C:26](=[CH:27][CH:28]=1)[NH:25][N:24]=[CH:23]2.C(C1C=C2[C:37](=[CH:38]C=1)[NH:36][N:35]=C2)#C.C(C1C=C2C(=CC=1)N[N:46]=C2C)#C>>[NH:25]1[C:26]2[C:22](=[CH:21][C:20]([C:38]3[N:46]=[N:35][N:36]([CH2:5][CH2:4][C@@H:3]([NH2:2])[CH2:8][C:9]4[CH:14]=[CH:13][C:12]([C:15]([F:18])([F:17])[F:16])=[CH:11][CH:10]=4)[CH:37]=3)=[CH:28][CH:27]=2)[CH:23]=[N:24]1 |f:0.1|. Procedure details: As shown in Scheme 12, Example 37 was synthesized starting with commercially available (S)-3-amino-4-(4-(trifluoromethyl)phenyl)butanoic acid hydrochloride [PepTech Corporation, 20 Mall Road, Suite 460, Burlington, Mass. 01803, USA) and 5-bromo-1H-indazole [Fisher Scientific, 2000 Park Lane Drive, Pittsburgh, Pa. 15275, USA]. The 2 step synthesis of 5-ethynyl-1H-indazole was performed in a similar manner as the 5-ethynyl-3-methyl-1H-indazole required for Example 38, using 5-bromo-1H-indazole ins... The reactants are P(=O)(O)(O)[O-].[Na+] (sodium dihydrogenphosphate), Cl(=O)[O-].[Na+] (sodium chlorite), OO (hydrogen peroxide), COC=1C(=C(CC2=CC=CC(=C2C=O)OCC2=CC=CC=C2)C(=C(C1OC)OC)OC)C (6-(3,4,5,6-tetramethoxy-2-methylbenzyl)-2-benzyloxybenzaldehyde). Solvent: O (water), C(C)#N (acetonitrile). Run at time 16 hour. Yields the product COC=1C(=C(CC2=CC=CC(=C2C(=O)O)OCC2=CC=CC=C2)C(=C(C1OC)OC)OC)C (6-(3,4,5,6-Tetramethoxy-2-methylbenzyl)-2-benzyloxybenzoic acid). Isolated yield 91.0%. Reaction SMILES: P([O-])(O)(O)=O.[Na+].Cl([O-])=O.[Na+].[OH:11]O.[CH3:13][O:14][C:15]1[C:16]([CH3:44])=[C:17]([C:35]([O:42][CH3:43])=[C:36]([O:40][CH3:41])[C:37]=1[O:38][CH3:39])[CH2:18][C:19]1[C:24]([CH:25]=[O:26])=[C:23]([O:27][CH2:28][C:29]2[CH:34]=[CH:33][CH:32]=[CH:31][CH:30]=2)[CH:22]=[CH:21][CH:20]=1>O.C(#N)C>[CH3:13][O:14][C:15]1[C:16]([CH3:44])=[C:17]([C:35]([O:42][CH3:43])=[C:36]([O:40][CH3:41])[C:37]=1[O:38][CH3:39])[CH2:18][C:19]1[C:24]([C:25]([OH:11])=[O:26])=[C:23]([O:27][CH2:28][C:29]2[CH:34]=[CH:33][CH:32]=[CH:31][CH:30]=2)[CH:22]=[CH:21][CH:20]=1 |f:0.1,2.3|. Reported procedure: An aqueous solution (1 ml) of sodium dihydrogenphosphate (24 mg, 0.20 mmol), an aqueous solution (3.5 ml) of sodium chlorite (123 mg, 80%, 1.09 mmol) and aqueous hydrogen peroxide (0.08 ml, 30%) were added to an acetonitrile solution (2.5 ml) of 6-(3,4,5,6-tetramethoxy-2-methylbenzyl)-2-benzyloxybenzaldehyde (112 mg, 0.26 mmol) and the resulting solution was stirred at room temperature for 16 hours. The reaction solution was diluted with water and then extracted with ethyl acetate. The extract w...